Dataset: the Open Reaction Database (ORD), a public repository of structured organic reaction records. Task: describe an organic reaction: reactants, conditions, products, and yield Reactants: CC(=O)O[BH-](OC(C)=O)OC(C)=O, O=Cc1nc2c(N3CCOCC3)nc(Cl)nc2s1, C1CN(C2CCNCC2)C1, [Na+]. The product is Clc1nc(N2CCOCC2)c2nc(CN3CCC(N4CCC4)CC3)sc2n1. Reaction SMILES: [C:29]([O:30][BH-:31]([O:32][C:33](=[O:34])[CH3:35])[O:36][C:37](=[O:38])[CH3:39])(=[O:40])[CH3:41].[Cl:1][c:2]1[n:3][c:4]([N:13]2[CH2:14][CH2:15][O:16][CH2:17][CH2:18]2)[c:5]2[c:6]([n:7]1)[s:8][c:9]([CH:11]=[O:12])[n:10]2.[N:19]1([CH:23]2[CH2:24][CH2:25][NH:26][CH2:27][CH2:28]2)[CH2:20][CH2:21][CH2:22]1.[Na+:42]>>[Cl:1][c:2]1[n:3][c:4]([N:13]2[CH2:14][CH2:15][O:16][CH2:17][CH2:18]2)[c:5]2[c:6]([n:7]1)[s:8][c:9]([CH2:11][N:26]1[CH2:25][CH2:24][CH:23]([N:19]3[CH2:20][CH2:21][CH2:22]3)[CH2:28][CH2:27]1)[n:10]2. The reactants are ( III ), S(O)(O)(=O)=O (sulfuric acid), C(C1=CC=CC=C1)=NC1=CC=CC=C1 (benzalaniline), CC(C1=CC=CC=C1)=NC1=CC=CC=C1 (α-methylbenzalaniline), C(C1=CC=CC=C1)=NC1=CC=CC=C1 (benzalaniline). Yields the product C(C1=CC=CC=C1)=O (benzaldehyde), NC1=CC=CC=C1 (aniline). Reaction SMILES: [CH:1](=[N:8][C:9]1[CH:14]=[CH:13][CH:12]=[CH:11][CH:10]=1)[C:2]1[CH:7]=[CH:6][CH:5]=[CH:4][CH:3]=1.CC(=NC1C=CC=CC=1)C1C=CC=CC=1.S(=O)(=O)(O)[OH:31]>>[CH:1](=[O:31])[C:2]1[CH:7]=[CH:6][CH:5]=[CH:4][CH:3]=1.[NH2:8][C:9]1[CH:14]=[CH:13][CH:12]=[CH:11][CH:10]=1. Procedure details: German Patent Specification No. 72173 discloses a method for producing an aromatic primary monoamine, such as p-nitroaniline, which comprises nitrating a benzalaniline (benzylideneaniline) which may be represented by the following formula ##STR5## wherein r represents a methyl or methoxy group and m is 0, 1 or 2, with nitric acid in sulfuric acid, and then hydrolyzing the resulting product. Example 1 of this patent document states that p-nitroaniline was obtained in a yield of 90% from benzalani... The product is COc1ccc(C(=O)c2ccc(OC)c([N+](=O)[O-])c2)cc1OC. Reactants: COc1ccc(C(O)c2ccc(OC)c([N+](=O)[O-])c2)cc1OC, ClCCl, O=[Cr](=O)([O-])Cl, c1cc[nH+]cc1. RXN SMILES: [CH3:12][O:13][c:14]1[c:15]([N+:32](=[O:33])[O-:34])[cH:16][c:17]([CH:20]([OH:21])[c:22]2[cH:23][c:24]([O:30][CH3:31])[c:25]([O:28][CH3:29])[cH:26][cH:27]2)[cH:18][cH:19]1.[Cl:35][CH2:36][Cl:37].[O:1]=[Cr:2]([Cl:3])([O-:4])=[O:5].[nH+:6]1[cH:7][cH:8][cH:9][cH:10][cH:11]1>>[CH3:12][O:13][c:14]1[c:15]([N+:32](=[O:33])[O-:34])[cH:16][c:17]([C:20](=[O:21])[c:22]2[cH:23][c:24]([O:30][CH3:31])[c:25]([O:28][CH3:29])[cH:26][cH:27]2)[cH:18][cH:19]1. Reactants: [Al+3], N#CCc1ccc(N)cc1F, CCOCC, [H-], [H-], [H-], [H-], [Li+], [Na+], [OH-], O, O=S(=O)(O)O. The product is NCCc1ccc(N)cc1F. As a reaction SMILES: [Al+3:3].[C:7](#[N:8])[CH2:9][c:10]1[c:11]([F:17])[cH:12][c:13]([NH2:14])[cH:15][cH:16]1.[CH3:21][CH2:22][O:23][CH2:24][CH3:25].[H-:1].[H-:4].[H-:5].[H-:6].[Li+:2].[Na+:20].[OH-:19].[OH2:18].[S:26](=[O:27])(=[O:28])([OH:29])[OH:30]>>[CH2:7]([NH2:8])[CH2:9][c:10]1[c:11]([F:17])[cH:12][c:13]([NH2:14])[cH:15][cH:16]1. Reactants: Br, CCOC(=O)c1cnc2cc(OC)ccc2c1. Yields the product CCOC(=O)c1cnc2cc(O)ccc2c1. Reaction SMILES: [BrH:18].[CH3:1][O:2][c:3]1[cH:4][cH:5][c:6]2[cH:7][c:8]([C:13](=[O:14])[O:15][CH2:16][CH3:17])[cH:9][n:10][c:11]2[cH:12]1>>[OH:2][c:3]1[cH:4][cH:5][c:6]2[cH:7][c:8]([C:13](=[O:14])[O:15][CH2:16][CH3:17])[cH:9][n:10][c:11]2[cH:12]1. Product: FC1=C(C(=O)O)C=CC(=C1)C1=NOC(=N1)C1=CC(=C(C=C1)N1C(CCCC1)C)NS(=O)(=O)C (2-fluoro-4-(5-{4-(2-methylpiperidin-1-yl)-3-[(methylsulfonyl)amino]phenyl}-1,2,4-oxadiazol-3-yl)benzoic acid). RXN SMILES: [F:1][C:2]1[CH:11]=[C:10]([C:12]2[N:16]=[C:15]([C:17]3[CH:22]=[CH:21][C:20]([N:23]4[CH2:28][CH2:27][CH2:26][CH2:25][CH:24]4[CH3:29])=[C:19]([NH:30][S:31]([CH3:34])(=[O:33])=[O:32])[CH:18]=3)[O:14][N:13]=2)[CH:9]=[CH:8][C:3]=1[C:4]([O:6]C)=[O:5].Cl>>[F:1][C:2]1[CH:11]=[C:10]([C:12]2[N:16]=[C:15]([C:17]3[CH:22]=[CH:21][C:20]([N:23]4[CH2:28][CH2:27][CH2:26][CH2:25][CH:24]4[CH3:29])=[C:19]([NH:30][S:31]([CH3:34])(=[O:33])=[O:32])[CH:18]=3)[O:14][N:13]=2)[CH:9]=[CH:8][C:3]=1[C:4]([OH:6])=[O:5]. Run at time 18 hour. The reactants are FC1=C(C(=O)OC)C=CC(=C1)C1=NOC(=N1)C1=CC(=C(C=C1)N1C(CCCC1)C)NS(=O)(=O)C (methyl 2-fluoro-4-(5-{4-(2-methylpiperidin-1-yl)-3-[(methylsulfonyl)amino]phenyl}-1,2,4-oxadiazol-3-yl)benzoate), Cl (HCl). Procedure details: The title compound was prepared following procedure described for example 4, step 2, but starting from methyl 2-fluoro-4-(5-{4-(2-methylpiperidin-1-yl)-3-[(methylsulfonyl)amino]phenyl}-1,2,4-oxadiazol-3-yl)benzoate, obtained in step 1 (280 mg; 0.57 mmol). After 18 h, HCl (573.14 μL; 5 M; 2.87 mmol) was added and the mixture was evaporated to dryness. The solid was triturated in water and filtered to afford the title compound as a light yellow powder (220 mg; 80%). 1H NMR (DMSO-d6, 300 MHz) δ 13.... The yield is 80.0%. Starting materials: CCOC(=O)CC1(O)CCN(C(=O)OC(C)(C)C)CC1, CO, [Na+], [OH-], O. The product is CC(C)(C)OC(=O)N1CCC(O)(CC(=O)O)CC1. RXN SMILES: [C:3]([CH3:4])([CH3:5])([CH3:6])[O:7][C:8](=[O:9])[N:10]1[CH2:11][CH2:12][C:13]([OH:16])([CH2:17][C:18](=[O:19])[O:20][CH2:21][CH3:22])[CH2:14][CH2:15]1.[CH3:24][OH:25].[Na+:2].[OH-:1].[OH2:23]>>[C:3]([CH3:4])([CH3:5])([CH3:6])[O:7][C:8](=[O:9])[N:10]1[CH2:11][CH2:12][C:13]([OH:16])([CH2:17][C:18](=[O:19])[OH:20])[CH2:14][CH2:15]1.